This data is from the Open Reaction Database (ORD), a public repository of structured organic reaction records. The task is: describe an organic reaction: reactants, conditions, products, and yield Reactants: [H-], CCCCI, [Na+], CN(C)C=O, O, O=c1[nH]c2ccccc2c(=O)o1. Yields the product CCCCn1c(=O)oc(=O)c2ccccc21. Reaction SMILES: [H-:13].[I:15][CH2:16][CH2:17][CH2:18][CH3:19].[Na+:14].[O:21]=[CH:22][N:23]([CH3:24])[CH3:25].[OH2:20].[c:1]12[c:2](=[O:3])[o:4][c:5](=[O:12])[nH:6][c:7]1[cH:8][cH:9][cH:10][cH:11]2>>[c:1]12[c:2](=[O:3])[o:4][c:5](=[O:12])[n:6]([CH2:16][CH2:17][CH2:18][CH3:19])[c:7]1[cH:8][cH:9][cH:10][cH:11]2. Starting materials: C1CCOC1, CCC(C)=O, COC(=O)CCCCCl, [H-], [Na+]. Yields the product CCC(=O)CC(=O)CCCCCl. Reaction SMILES: [CH2:17]1[O:18][CH2:19][CH2:20][CH2:21]1.[CH3:3][C:4]([CH2:5][CH3:6])=[O:7].[Cl:8][CH2:9][CH2:10][CH2:11][CH2:12][C:13]([O:15][CH3:14])=[O:16].[H-:2].[Na+:1]>>[CH2:3]([C:4]([CH2:5][CH3:6])=[O:7])[C:13]([CH2:12][CH2:11][CH2:10][CH2:9][Cl:8])=[O:15]. Reactants: CCOC(C)=O, CC1(C)Cc2ccc(C=CCCCN3CCN(c4cccc(Cl)c4Cl)CC3)nc2NC1=O. Yields the product CC1(C)Cc2ccc(CCCCCN3CCN(c4cccc(Cl)c4Cl)CC3)nc2NC1=O. RXN SMILES: [CH3:33][CH2:34][O:35][C:36]([CH3:37])=[O:38].[Cl:1][c:2]1[c:3]([N:9]2[CH2:10][CH2:11][N:12]([CH2:15][CH2:16][CH2:17][CH:18]=[CH:19][c:20]3[cH:21][cH:22][c:23]4[c:28]([n:29]3)[NH:27][C:26](=[O:30])[C:25]([CH3:31])([CH3:32])[CH2:24]4)[CH2:13][CH2:14]2)[cH:4][cH:5][cH:6][c:7]1[Cl:8]>>[Cl:1][c:2]1[c:3]([N:9]2[CH2:10][CH2:11][N:12]([CH2:15][CH2:16][CH2:17][CH2:18][CH2:19][c:20]3[cH:21][cH:22][c:23]4[c:28]([n:29]3)[NH:27][C:26](=[O:30])[C:25]([CH3:31])([CH3:32])[CH2:24]4)[CH2:13][CH2:14]2)[cH:4][cH:5][cH:6][c:7]1[Cl:8]. Starting materials: CC(C)(C)OC(=O)NC1CCCCN(C(N)=O)C1=O, O=C(OC(Cl)(Cl)Cl)OC(Cl)(Cl)Cl, Nc1cc(N2CCNCC2)c2ccc(Cl)cc2n1, O=C(O)C(F)(F)F, [Na+], O=C([O-])O. Reaction SMILES: [CH3:1][C:2]([O:3][C:6]([NH:7][CH:8]1[C:9](=[O:18])[N:10]([C:15](=[O:16])[NH2:17])[CH2:11][CH2:12][CH2:13][CH2:14]1)=[O:19])([CH3:4])[CH3:5].[Cl:27][C:28]([Cl:29])([O:30][C:31](=[O:32])[O:33][C:34]([Cl:35])([Cl:36])[Cl:37])[Cl:38].[Cl:44][c:45]1[cH:46][cH:47][c:48]2[c:49]([N:56]3[CH2:57][CH2:58][NH:59][CH2:60][CH2:61]3)[cH:50][c:51]([NH2:55])[n:52][c:53]2[cH:54]1.[F:20][C:21]([F:22])([F:23])[C:24]([OH:25])=[O:26].[Na+:43].[O-:39][C:40]([OH:41])=[O:42]>>[C:6]([NH:7][CH:8]1[C:9](=[O:18])[N:10]([C:15](=[O:16])[NH2:17])[CH2:11][CH2:12][CH2:13][CH2:14]1)(=[O:19])[N:59]1[CH2:58][CH2:57][N:56]([c:49]2[c:48]3[cH:47][cH:46][c:45]([Cl:44])[cH:54][c:53]3[n:52][c:51]([NH2:55])[cH:50]2)[CH2:61][CH2:60]1. The product is NC(=O)N1CCCCC(NC(=O)N2CCN(c3cc(N)nc4cc(Cl)ccc34)CC2)C1=O. Reactants: O=C([O-])O, ClCCl, CI, CCCCCC, CN(C)C=O, CC(C)OC(C)C, COc1ccc(CNc2nc(Cl)nc(Cl)c2C(=O)O)cc1Cl, [Na+]. The product is COC(=O)c1c(Cl)nc(Cl)nc1NCc1ccc(OC)c(Cl)c1. As a reaction SMILES: [C:23](=[O:24])([O-:25])[OH:26].[CH2:37]([Cl:38])[Cl:39].[CH3:28][I:29].[CH3:40][CH2:41][CH2:42][CH2:43][CH2:44][CH3:45].[CH3:46][N:47]([CH3:48])[CH:49]=[O:50].[CH:30]([O:31][CH:32]([CH3:33])[CH3:34])([CH3:35])[CH3:36].[Cl:1][c:2]1[cH:3][c:4]([CH2:5][NH:6][c:7]2[n:8][c:9]([Cl:17])[n:10][c:11]([Cl:16])[c:12]2[C:13](=[O:14])[OH:15])[cH:18][cH:19][c:20]1[O:21][CH3:22].[Na+:27]>>[Cl:1][c:2]1[cH:3][c:4]([CH2:5][NH:6][c:7]2[n:8][c:9]([Cl:17])[n:10][c:11]([Cl:16])[c:12]2[C:13](=[O:14])[O:15][CH3:23])[cH:18][cH:19][c:20]1[O:21][CH3:22].